Task: describe an organic reaction: reactants, conditions, products, and yield. Dataset: the Open Reaction Database (ORD), a public repository of structured organic reaction records The reactants are N[C@H]1CC[C@H](CC1)NC(=O)C1=CNC2=C1N=CN=C2C2=C(C=CC=1OCOC12)OCC1CC1 (cis-4-(5-cyclopropylmethoxy-benzo[1,3]dioxol-4-yl)-5H-pyrrolo[3,2-d]pyrimidine-7-carboxylic acid (4-amino-cyclohexyl)-amide), C1(CC1)C(=O)Cl (cyclopropanecarbonyl chloride). Yields the product C1(CC1)C(=O)N[C@H]1CC[C@H](CC1)NC(=O)C1=CNC2=C1N=CN=C2C2=C(C=CC=1OCOC12)OCC1CC1 (cis-4-(5-Cyclopropylmethoxy-benzo[1,3]dioxol-4-yl)-5H-pyrrolo[3,2-d]pyrimidine-7-carboxylic acid {4-[(1-cyclopropyl-methanoyl)-amino]-cyclohexyl}-amide). Reaction SMILES: [NH2:1][C@@H:2]1[CH2:7][CH2:6][C@H:5]([NH:8][C:9]([C:11]2[C:15]3[N:16]=[CH:17][N:18]=[C:19]([C:20]4[C:28]5[O:27][CH2:26][O:25][C:24]=5[CH:23]=[CH:22][C:21]=4[O:29][CH2:30][CH:31]4[CH2:33][CH2:32]4)[C:14]=3[NH:13][CH:12]=2)=[O:10])[CH2:4][CH2:3]1.[CH:34]1([C:37](Cl)=[O:38])[CH2:36][CH2:35]1>>[CH:34]1([C:37]([NH:1][C@@H:2]2[CH2:7][CH2:6][C@H:5]([NH:8][C:9]([C:11]3[C:15]4[N:16]=[CH:17][N:18]=[C:19]([C:20]5[C:28]6[O:27][CH2:26][O:25][C:24]=6[CH:23]=[CH:22][C:21]=5[O:29][CH2:30][CH:31]5[CH2:33][CH2:32]5)[C:14]=4[NH:13][CH:12]=3)=[O:10])[CH2:4][CH2:3]2)=[O:38])[CH2:36][CH2:35]1. Procedure details: Starting from cis-4-(5-cyclopropylmethoxy-benzo[1,3]dioxol-4-yl)-5H-pyrrolo[3,2-d]pyrimidine-7-carboxylic acid (4-amino-cyclohexyl)-amide (example A141) and cyclopropanecarbonyl chloride the title compound is obtained as colorless solid. Starting materials: N1=C(C=NC=C1)NC=1C=NC(=CC1)C(F)(F)F (pyrazin-2-yl-(6-trifluoromethyl-pyridin-3-yl)-amine), BrN1C(CCC1=O)=O (N-bromosuccinimide). Run in CO (MeOH). Run at time 8 hour. The product is BrC=1N=CC(=NC1)NC=1C=NC(=CC1)C(F)(F)F ((5-Bromo-pyrazin-2-yl)-(6-trifluoromethyl-pyridin-3-yl)-amine). As a reaction SMILES: [N:1]1[CH:6]=[CH:5][N:4]=[CH:3][C:2]=1[NH:7][C:8]1[CH:9]=[N:10][C:11]([C:14]([F:17])([F:16])[F:15])=[CH:12][CH:13]=1.[Br:18]N1C(=O)CCC1=O>CO>[Br:18][C:5]1[N:4]=[CH:3][C:2]([NH:7][C:8]2[CH:9]=[N:10][C:11]([C:14]([F:17])([F:15])[F:16])=[CH:12][CH:13]=2)=[N:1][CH:6]=1. Procedure details: A solution of pyrazin-2-yl-(6-trifluoromethyl-pyridin-3-yl)-amine (0.47 g) was dissolved in 50 Ml MeOH and then charged with N-bromosuccinimide (0.35 g) in a single portion as a solid. The reaction was stirred overnight at room temperature, then concentrated in vacuo. Purification by silica gel chromatography (25% EtOAc in hexanes) afforded the title compound: 1H NMR (400 MHz, CHLOROFORM-D) δ ppm 6.7 (s, 1 H) 7.5 (s, 1 H) 7.9 (s, 1 H) 8.2 (s, 2 H) 8.6 (s, 1 H); (M+H)+ 320.9. The reactants are COc1ccc(CON2C(=O)c3ccccc3C2=O)cc1, CO, NN, O. Product: COc1ccc(CON)cc1. Reaction SMILES: [CH3:1][O:2][c:3]1[cH:4][cH:5][c:6]([CH2:7][O:8][N:9]2[C:10](=[O:11])[c:12]3[c:13]([cH:14][cH:15][cH:16][cH:17]3)[C:18]2=[O:19])[cH:20][cH:21]1.[CH3:25][OH:26].[NH2:23][NH2:24].[OH2:22]>>[CH3:1][O:2][c:3]1[cH:4][cH:5][c:6]([CH2:7][O:8][NH2:9])[cH:20][cH:21]1. Reactants: CC(C)(C)OC(=O)C(C)(C)Sc1nc(CCOc2ccc(-c3ccc(F)cc3)cn2)cs1, ClCCl, O=C(O)C(F)(F)F. Yields the product CC(C)(Sc1nc(CCOc2ccc(-c3ccc(F)cc3)cn2)cs1)C(=O)O. Reaction SMILES: [C:1]([CH3:2])([CH3:3])([CH3:4])[O:5][C:6]([C:7]([CH3:8])([CH3:9])[S:10][c:11]1[s:12][cH:13][c:14]([CH2:16][CH2:17][O:18][c:19]2[n:20][cH:21][c:22](-[c:25]3[cH:26][cH:27][c:28]([F:31])[cH:29][cH:30]3)[cH:23][cH:24]2)[n:15]1)=[O:32].[Cl:40][CH2:41][Cl:42].[OH:33][C:34]([C:35]([F:36])([F:37])[F:38])=[O:39]>>[O:5]=[C:6]([C:7]([CH3:8])([CH3:9])[S:10][c:11]1[s:12][cH:13][c:14]([CH2:16][CH2:17][O:18][c:19]2[n:20][cH:21][c:22](-[c:25]3[cH:26][cH:27][c:28]([F:31])[cH:29][cH:30]3)[cH:23][cH:24]2)[n:15]1)[OH:32]. Reactants: CO, CCN(C(C)C)C(C)C, Cc1ccc(-n2nc(C(C)(C)C)cc2NC(=O)OCC(Cl)(Cl)Cl)cc1, ClCCl, CN(C)C(=O)Cn1ncc2cc(Oc3ccc(F)cc3CN)ccc21, CN(C)C=O. Yields the product Cc1ccc(-n2nc(C(C)(C)C)cc2NC(=O)NCc2cc(F)ccc2Oc2ccc3c(cnn3CC(=O)N(C)C)c2)cc1. Reaction SMILES: [CH3:60][OH:61].[CH:51]([N:52]([CH2:53][CH3:54])[CH:55]([CH3:56])[CH3:57])([CH3:58])[CH3:59].[Cl:26][C:27]([Cl:28])([Cl:48])[CH2:49][O:29][C:30]([NH:31][c:32]1[n:33](-[c:41]2[cH:42][cH:43][c:44]([CH3:47])[cH:45][cH:46]2)[n:34][c:35]([C:37]([CH3:38])([CH3:39])[CH3:40])[cH:36]1)=[O:50].[Cl:67][CH2:68][Cl:69].[NH2:1][CH2:2][c:3]1[c:4]([O:5][c:6]2[cH:7][c:8]3[cH:9][n:10][n:11]([CH2:15][C:16](=[O:17])[N:18]([CH3:19])[CH3:20])[c:12]3[cH:13][cH:14]2)[cH:21][cH:22][c:23]([F:25])[cH:24]1.[O:62]=[CH:63][N:64]([CH3:65])[CH3:66]>>[NH:1]([CH2:2][c:3]1[c:4]([O:5][c:6]2[cH:7][c:8]3[cH:9][n:10][n:11]([CH2:15][C:16](=[O:17])[N:18]([CH3:19])[CH3:20])[c:12]3[cH:13][cH:14]2)[cH:21][cH:22][c:23]([F:25])[cH:24]1)[C:30](=[O:29])[NH:31][c:32]1[n:33](-[c:41]2[cH:42][cH:43][c:44]([CH3:47])[cH:45][cH:46]2)[n:34][c:35]([C:37]([CH3:38])([CH3:39])[CH3:40])[cH:36]1. Reactants: CI, [Na+], O=C([O-])O, CN(C)C=O, O, O=C(C=Cc1ccc(C(F)(F)F)cc1)Nc1ccc2c(c1)NCC(CO)C2. Product: CN1CC(CO)Cc2ccc(NC(=O)C=Cc3ccc(C(F)(F)F)cc3)cc21. RXN SMILES: [I:28][CH3:29].[Na+:34].[O-:30][C:31]([OH:32])=[O:33].[O:36]=[CH:37][N:38]([CH3:39])[CH3:40].[OH2:35].[OH:1][CH2:2][CH:3]1[CH2:4][NH:5][c:6]2[cH:7][c:8]([NH:13][C:14]([CH:15]=[CH:16][c:17]3[cH:18][cH:19][c:20]([C:23]([F:24])([F:25])[F:26])[cH:21][cH:22]3)=[O:27])[cH:9][cH:10][c:11]2[CH2:12]1>>[OH:1][CH2:2][CH:3]1[CH2:4][N:5]([CH3:31])[c:6]2[cH:7][c:8]([NH:13][C:14]([CH:15]=[CH:16][c:17]3[cH:18][cH:19][c:20]([C:23]([F:24])([F:25])[F:26])[cH:21][cH:22]3)=[O:27])[cH:9][cH:10][c:11]2[CH2:12]1.